The task is: describe an organic reaction: reactants, conditions, products, and yield. This data is from the Open Reaction Database (ORD), a public repository of structured organic reaction records. Reactants: O1C=CC=2CNCCC21 (4,5,6,7-Tetrahydrofuro[3,2-c]pyridine), C(C)OC(C(CCCCC(C1=C(C=CC=C1)Cl)Br)(C)C)=O (7-bromo-7-(2-chlorophenyl)-2,2-dimethylheptanoic acid ethyl ester), C([O-])([O-])=O.[K+].[K+] (potassium carbonate). Solvent: CN(C)C=O (DMF). Conditions: temperature 65 celsius, time 48 hour. Product: C(C)OC(C(CCCCC(N1CC2=C(CC1)OC=C2)C2=C(C=CC=C2)Cl)(C)C)=O (7-(2-chlorophenyl)-7-(6,7-dihydro-4H-furo[3,2-c]pyridin-5-yl)-2,2-dimethylheptanoic acid ethyl ester). Yield: 47.9%. RXN SMILES: [O:1]1[C:9]2[CH2:8][CH2:7][NH:6][CH2:5][C:4]=2[CH:3]=[CH:2]1.[CH2:10]([O:12][C:13](=[O:30])[C:14]([CH3:29])([CH3:28])[CH2:15][CH2:16][CH2:17][CH2:18][CH:19](Br)[C:20]1[CH:25]=[CH:24][CH:23]=[CH:22][C:21]=1[Cl:26])[CH3:11].C(=O)([O-])[O-].[K+].[K+]>CN(C=O)C>[CH2:10]([O:12][C:13](=[O:30])[C:14]([CH3:29])([CH3:28])[CH2:15][CH2:16][CH2:17][CH2:18][CH:19]([C:20]1[CH:25]=[CH:24][CH:23]=[CH:22][C:21]=1[Cl:26])[N:6]1[CH2:7][CH2:8][C:9]2[O:1][CH:2]=[CH:3][C:4]=2[CH2:5]1)[CH3:11] |f:2.3.4|. Procedure details: 4,5,6,7-Tetrahydrofuro[3,2-c]pyridine (0.16 g, 1.3 mmol), 7-bromo-7-(2-chlorophenyl)-2,2-dimethylheptanoic acid ethyl ester (0.49 g, 1.3 mmol) in DMF (13 mL), and potassium carbonate (0.27 g, 1.95 mmol) were combined under an argon atmosphere at room temperature. The mixture was heated to 65° C. overnight under an argon atmosphere. The reaction continued at 65° C. for 48 hours. After cooling to room temperature and concentration under reduced pressure, the crude product (0.28 g) was purified by ... Reactants: O=P(Cl)(Cl)Cl (POCl3), IC1=C2CCN3C(C2=CC=C1)=C(C(NCC3=O)=O)C (9-iodo-1-methyl-3,4,7,8-tetrahydro-[1,4]diazepino[7,1-a]isoquinoline-2,5-dione), C1(CC1)C=1N=CNC1 (4-cyclopropyl-1H-imidazole), N1=CC=CC=C1 (pyridine). Solvent: ClCCCl (DCE), ClCCCl (DCE). Reaction conditions: temperature 100 celsius, time 1 minute. Product: C1(CC1)C=1N=CN(C1)C1=NCC(N2C(C3=CC=CC(=C3CC2)I)=C1C)=O (2-(4-cyclopropyl-1H-imidazol-1-yl)-9-iodo-1-methyl-7,8-dihydro-[1,4]diazepino[7,1-a]isoquinolin-5(4H)-one). Isolated yield 29.6%. As a reaction SMILES: [I:1][C:2]1[CH:11]=[CH:10][CH:9]=[C:8]2[C:3]=1[CH2:4][CH2:5][N:6]1[C:16](=[O:17])[CH2:15][NH:14][C:13](=O)[C:12]([CH3:19])=[C:7]12.O=P(Cl)(Cl)Cl.[CH:25]1([C:28]2[N:29]=[CH:30][NH:31][CH:32]=2)[CH2:27][CH2:26]1.N1C=CC=CC=1>ClCCCl>[CH:25]1([C:28]2[N:29]=[CH:30][N:31]([C:13]3[C:12]([CH3:19])=[C:7]4[C:8]5[C:3]([CH2:4][CH2:5][N:6]4[C:16](=[O:17])[CH2:15][N:14]=3)=[C:2]([I:1])[CH:11]=[CH:10][CH:9]=5)[CH:32]=2)[CH2:27][CH2:26]1. Procedure details: 107-1. A mixture of 9-iodo-1-methyl-3,4,7,8-tetrahydro-[1,4]diazepino[7,1-a]isoquinoline-2,5-dione (30 mg, 81 μmol) in DCE (2 mL) is treated with POCl3 (15 μL, 0.16 mmol) and heated to 100° C. for 3 h. The mixture was then allowed to cool to RT, poured onto H2O and extracted with DCM. The org. phases were dried over Na2SO4, filtered and concentrated in vacuo. The brown residue obtained was taken up in DCE (2 mL) and 4-cyclopropyl-1H-imidazole (31 mg, 0.28 mmol) and pyridine (20 μL, 0.24 mmol) we... The reactants are ClCCCl, ClCCl, CN, CO, O=C(O)c1ccc([N+](=O)[O-])c(F)c1. Yields the product CNC(=O)c1ccc([N+](=O)[O-])c(F)c1. As a reaction SMILES: [CH2:14]([Cl:15])[CH2:16][Cl:17].[CH2:20]([Cl:21])[Cl:22].[CH3:18][NH2:19].[CH3:23][OH:24].[F:1][c:2]1[cH:3][c:4]([C:5](=[O:6])[OH:7])[cH:8][cH:9][c:10]1[N+:11](=[O:12])[O-:13]>>[F:1][c:2]1[cH:3][c:4]([C:5](=[O:6])[NH:19][CH3:18])[cH:8][cH:9][c:10]1[N+:11](=[O:12])[O-:13]. The reactants are ClCCl, COC(=O)c1cccc(-c2cccc(OCCNC(=O)OC(C)(C)C)c2)c1, O=C(O)C(F)(F)F. The product is COC(=O)c1cccc(-c2cccc(OCCN)c2)c1. As a reaction SMILES: [CH2:35]([Cl:36])[Cl:37].[CH3:1][O:2][C:3](=[O:4])[c:5]1[cH:6][c:7](-[c:11]2[cH:12][c:13]([O:17][CH2:18][CH2:19][NH:20][C:21]([O:22][C:23]([CH3:24])([CH3:25])[CH3:26])=[O:27])[cH:14][cH:15][cH:16]2)[cH:8][cH:9][cH:10]1.[OH:28][C:29]([C:30]([F:31])([F:32])[F:33])=[O:34]>>[CH3:1][O:2][C:3](=[O:4])[c:5]1[cH:6][c:7](-[c:11]2[cH:12][c:13]([O:17][CH2:18][CH2:19][NH2:20])[cH:14][cH:15][cH:16]2)[cH:8][cH:9][cH:10]1. Reactants: CN[C@H]1[C@@H](CCCC1)NC (trans-N,N′-dimethylcyclohexane-1,2-diamine), P(=O)([O-])([O-])[O-].[K+].[K+].[K+] (potassium phosphate), C1(CC1)C1=C(C=NC=C1)N1C(NCC1)=O (1-(4-cyclopropylpyridin-3-yl)imidazolidin-2-one), ClC1=NC=CC(=C1)I (2-chloro-4-iodopyridine). Reagents/catalysts: [Cu](I)I (Copper iodide). The solvent is C(Cl)(Cl)Cl (chloroform), O1CCOCC1 (1,4-dioxane), CO (MeOH). Conditions: temperature 120 celsius. Yields the product ClC1=NC=CC(=C1)N1C(N(CC1)C=1C=NC=CC1C1CC1)=O (1-(2-chloropyridin-4-yl)-3-(4-cyclopropylpyridin-3-yl)imidazolidin-2-one). Isolated yield 38.8%. RXN SMILES: CN[C@@H]1CCCC[C@H]1NC.P([O-])([O-])([O-])=O.[K+].[K+].[K+].[CH:19]1([C:22]2[CH:27]=[CH:26][N:25]=[CH:24][C:23]=2[N:28]2[CH2:32][CH2:31][NH:30][C:29]2=[O:33])[CH2:21][CH2:20]1.[Cl:34][C:35]1[CH:40]=[C:39](I)[CH:38]=[CH:37][N:36]=1>C(Cl)(Cl)Cl.[Cu](I)I.CO.O1CCOCC1>[Cl:34][C:35]1[CH:40]=[C:39]([N:30]2[CH2:31][CH2:32][N:28]([C:23]3[CH:24]=[N:25][CH:26]=[CH:27][C:22]=3[CH:19]3[CH2:21][CH2:20]3)[C:29]2=[O:33])[CH:38]=[CH:37][N:36]=1 |f:1.2.3.4|. Procedure: Copper iodide (6.5 mg, 0.034 mmol), trans-N,N′-dimethylcyclohexane-1,2-diamine (4.8 mg, 0.034 mmol) and potassium phosphate (219.3 mg, 1.034 mmol) were added to a solution of 1,4-dioxane (5 mL) previously purged with nitrogen (10 minutes). The reaction mixture was purged with argon for 10 minutes, followed by the addition of 1-(4-cyclopropylpyridin-3-yl)imidazolidin-2-one (I-1d: 70 mg, 0.344 mmol) and 2-chloro-4-iodopyridine (99.09 mg, 0.413 mmol). The reaction mixture was heated to reflux at 12... The reactants are O.[OH-].[Li+] (lithium hydroxide monohydrate), FC1(CN(C1)C1=CC=C(C(=N1)CN1C(O[C@@H]([C@@H]1C)C1=CC(=CC(=C1)C(F)(F)F)F)=O)C=1C=C(C=CC1OC)OC(=O)C1CCCCC1)F ({3-[6-(3,3-difluoroazetidin-1-yl)-2-({(4S,5R)-5-[3-fluoro-5-(trifluoromethyl)phenyl]-4-methyl-2-oxo-1,3-oxazolidin-3-yl}methyl)pyridin-3-yl]-4-methoxyphenyl}cyclohexanecarboxylate), C(C)#N (acetonitrile), Cl (HCl). The solvent is O (water), O1CCOCC1 (1,4-dioxane), C(C)#N.O (acetonitrile water). Reaction conditions: time 8 hour. Yields the product FC1(CN(C1)C1=CC=C(C(=N1)CN1C(O[C@@H]([C@@H]1C)C1=CC(=CC(=C1)C(F)(F)F)F)=O)C=1C=C(C=CC1OC)[C@@H]1CC[C@H](CC1)C(=O)O)F (trans-4-{3-[6-(3,3-difluoroazetidin-1-yl)-2-({(4S,5R)-5-[3-fluoro-5-(trifluoromethyl)phenyl]-4-methyl-2-oxo-1,3-oxazolidin-3-yl}methyl)pyridin-3-yl]-4-methoxyphenyl}cyclohexanecarboxylic acid). Reaction SMILES: [OH2:1].[OH-:2].[Li+].[F:4][C:5]1([F:51])[CH2:8][N:7]([C:9]2[N:14]=[C:13]([CH2:15][N:16]3[C@@H:20]([CH3:21])[C@@H:19]([C:22]4[CH:27]=[C:26]([C:28]([F:31])([F:30])[F:29])[CH:25]=[C:24]([F:32])[CH:23]=4)[O:18][C:17]3=[O:33])[C:12]([C:34]3[CH:35]=[C:36](OC(C4CCCCC4)=O)[CH:37]=[CH:38][C:39]=3[O:40][CH3:41])=[CH:11][CH:10]=2)[CH2:6]1.Cl.[C:53](#N)[CH3:54]>O.O1CCOCC1.C(#N)C.O>[F:51][C:5]1([F:4])[CH2:6][N:7]([C:9]2[N:14]=[C:13]([CH2:15][N:16]3[C@@H:20]([CH3:21])[C@@H:19]([C:22]4[CH:27]=[C:26]([C:28]([F:30])([F:29])[F:31])[CH:25]=[C:24]([F:32])[CH:23]=4)[O:18][C:17]3=[O:33])[C:12]([C:34]3[CH:35]=[C:36]([C@H:11]4[CH2:12][CH2:13][C@H:53]([C:54]([OH:2])=[O:1])[CH2:9][CH2:10]4)[CH:37]=[CH:38][C:39]=3[O:40][CH3:41])=[CH:11][CH:10]=2)[CH2:8]1 |f:0.1.2,8.9|. Reported procedure: A solution of lithium hydroxide monohydrate (154 mg, 3.67 mmol) in water (4 ml) was added into a solution of methyl trans-4-({3-[6-(3,3-difluoroazetidin-1-yl)-2-({(4S,5R)-5-[3-fluoro-5-(trifluoromethyl)phenyl]-4-methyl-2-oxo-1,3-oxazolidin-3-yl}methyl)pyridin-3-yl]-4-methoxyphenyl}cyclohexanecarboxylate (507 mg, 0.733 mmol) in 1,4-dioxane (6 ml) at room temperature and stirred overnight. To the resulting crude was added HCl (1N, aq.) until the mixture turned cloudy. This cloudiness was dissolved... Starting materials: CCOC(=O)C(F)(F)F, C[O-], CO, [Cl-], Cl, NCC(O)C(=O)O, [Na+], [Na+]. The product is O=C(O)C(O)CNC(=O)C(F)(F)F. As a reaction SMILES: [CH2:11]([O:13][C:14](=[O:12])[C:15]([F:16])([F:17])[F:18])[CH3:19].[CH3:1][O-:2].[CH3:23][OH:24].[Cl-:22].[ClH:20].[NH2:4][CH2:5][CH:6]([OH:7])[C:8](=[O:9])[OH:10].[Na+:21].[Na+:3]>>[NH:4]([CH2:5][CH:6]([OH:7])[C:8](=[O:9])[OH:10])[C:14](=[O:13])[C:15]([F:16])([F:17])[F:18].